From a dataset of the Open Reaction Database (ORD), a public repository of structured organic reaction records. describe an organic reaction: reactants, conditions, products, and yield The reactants are C(C)C1=CC=C(C=C1)C1CC(CN(C1)C(=O)N1CCSCC1)C(=O)OC (Methyl 5-(4-ethylphenyl)-1-(thiomorpholin-4-ylcarbonyl)piperidine-3-carboxylate), CC(C)([O-])C.[K+] (potassium tert-butoxide). Yields the product C(C)C1=CC=C(C=C1)C1CC(CN(C1)C(=O)N1CCSCC1)C(=O)O (5-(4-Ethylphenyl)-1-(thiomorpholin-4-ylcarbonyl)piperidine-3-carboxylic acid). Reaction SMILES: [CH2:1]([C:3]1[CH:8]=[CH:7][C:6]([CH:9]2[CH2:14][N:13]([C:15]([N:17]3[CH2:22][CH2:21][S:20][CH2:19][CH2:18]3)=[O:16])[CH2:12][CH:11]([C:23]([O:25]C)=[O:24])[CH2:10]2)=[CH:5][CH:4]=1)[CH3:2].CC(C)([O-])C.[K+]>>[CH2:1]([C:3]1[CH:8]=[CH:7][C:6]([CH:9]2[CH2:14][N:13]([C:15]([N:17]3[CH2:18][CH2:19][S:20][CH2:21][CH2:22]3)=[O:16])[CH2:12][CH:11]([C:23]([OH:25])=[O:24])[CH2:10]2)=[CH:5][CH:4]=1)[CH3:2] |f:1.2|. Procedure details: According to General Method 5A, 3.00 g (7.97 mmol) of the compound from Example 6A and 8.94 g (79.7 mmol) of potassium tert-butoxide were reacted. The reaction led selectively to the cis isomer. Yield: 2.74 g (93% of theory) The reactants are CC(C)(C)C(C(=O)O)(C(=O)C1CCCNC1)N(c1ccncc1)C1CC1, CCOC(C)=O, Cl. The product is O=C(O)C(C(=O)C1CCCNC1)N(c1ccncc1)C1CC1, Cl. As a reaction SMILES: [C:1]([CH3:2])([CH3:3])([CH3:4])[C:5]([N:6]([CH:7]1[CH2:8][CH2:9]1)[c:10]1[cH:11][cH:12][n:13][cH:14][cH:15]1)([C:16](=[O:17])[OH:18])[C:19]([CH:20]1[CH2:21][NH:22][CH2:23][CH2:24][CH2:25]1)=[O:26].[CH3:28][CH2:29][O:30][C:31]([CH3:32])=[O:33].[ClH:27]>>[CH:5]([N:6]([CH:7]1[CH2:8][CH2:9]1)[c:10]1[cH:11][cH:12][n:13][cH:14][cH:15]1)([C:16](=[O:17])[OH:18])[C:19]([CH:20]1[CH2:21][NH:22][CH2:23][CH2:24][CH2:25]1)=[O:26].[ClH:27]. The reactants are COC(C1=CC=C(C=C1)OC1=C(C=C(C=C1)Br)C=O)=O (4-(4-bromo-2-formyl-phenoxy)-benzoic acid methyl ester), N1CCCC1 (pyrrolidine), ClC1=CC=C2CC(NC2=C1)=O (6-chlorooxindole). The solvent is CO (methanol). Product: COC(C1=CC=C(C=C1)OC1=C(C=C(C=C1)Br)\C=C\1/C(NC2=CC(=CC=C12)Cl)=O)=O (Z-4-[4-bromo-2-(6-chloro-2-oxo-1,2-dihydro-indol-3-ylidenemethyl)-phenoxy]-benzoic acid methyl ester). Yield: 73.7%. As a reaction SMILES: [Cl:1][C:2]1[CH:10]=[C:9]2[C:5]([CH2:6][C:7](=[O:11])[NH:8]2)=[CH:4][CH:3]=1.[CH3:12][O:13][C:14](=[O:31])[C:15]1[CH:20]=[CH:19][C:18]([O:21][C:22]2[CH:27]=[CH:26][C:25]([Br:28])=[CH:24][C:23]=2[CH:29]=O)=[CH:17][CH:16]=1.N1CCCC1>CO>[CH3:12][O:13][C:14](=[O:31])[C:15]1[CH:20]=[CH:19][C:18]([O:21][C:22]2[CH:27]=[CH:26][C:25]([Br:28])=[CH:24][C:23]=2/[CH:29]=[C:6]2\[C:7](=[O:11])[NH:8][C:9]3[C:5]\2=[CH:4][CH:3]=[C:2]([Cl:1])[CH:10]=3)=[CH:17][CH:16]=1. Reported procedure: In a manner similar to the method described in Example 1a, 6-chlorooxindole (1.6 g, 9.2 mmol) (Crescent) was reacted with 4-(4-bromo-2-formyl-phenoxy)-benzoic acid methyl ester (2.8 g, 8.4 mmol) and pyrrolidine in methanol at 90° C. for 2 h to give E/Z-4-[4-bromo-2-(6-chloro-2-oxo-1,2-dihydro-indol-3-ylidenemethyl)-phenoxy]-benzoic acid methyl ester as a bright yellow solid (Yield 3 g, 81%).